Dataset: the Open Reaction Database (ORD), a public repository of structured organic reaction records. Task: describe an organic reaction: reactants, conditions, products, and yield Reactants: COC(=O)C=C(CC1CC(=O)N1)OC, [Cl-], Cl, [Na+]. Product: COC(=O)CC(=O)CC1CC(=O)N1. Reaction SMILES: [CH3:1][O:2][C:3](=[CH:4][C:5](=[O:6])[O:7][CH3:8])[CH2:9][CH:10]1[NH:11][C:12](=[O:14])[CH2:13]1.[Cl-:16].[ClH:17].[Na+:15]>>[O:2]=[C:3]([CH2:4][C:5](=[O:6])[O:7][CH3:8])[CH2:9][CH:10]1[NH:11][C:12](=[O:14])[CH2:13]1. Starting materials: C1(=CC=CC=C1)CCC1=CC2=C(N=CC=C2C(=O)NN)N1 (2-(2-phenylethyl)-1H-pyrrolo[2,3-b]pyridine-4-carbohydrazide), C(C)(OCC)([O-])[O-] (ethyl orthoacetate). Conditions: temperature 140 celsius, time 1 hour. Product: CC1=NN=C(O1)C1=C2C(=NC=C1)NC(=C2)CCC2=CC=CC=C2 (4-(5-methyl-1,3,4-oxadiazol-2-yl)-2-(2-phenylethyl)-1H-pyrrolo[2,3-b]pyridine). The yield is 75.0%. As a reaction SMILES: [C:1]1([CH2:7][CH2:8][C:9]2[NH:21][C:12]3[N:13]=[CH:14][CH:15]=[C:16]([C:17]([NH:19][NH2:20])=[O:18])[C:11]=3[CH:10]=2)[CH:6]=[CH:5][CH:4]=[CH:3][CH:2]=1.[C:22]([O-])([O-])(OCC)[CH3:23]>>[CH3:22][C:23]1[O:18][C:17]([C:16]2[CH:15]=[CH:14][N:13]=[C:12]3[NH:21][C:9]([CH2:8][CH2:7][C:1]4[CH:6]=[CH:5][CH:4]=[CH:3][CH:2]=4)=[CH:10][C:11]=23)=[N:19][N:20]=1. Procedure details: A mixture of 2-(2-phenylethyl)-1H-pyrrolo[2,3-b]pyridine-4-carbohydrazide (104 mg, 0.371 mmol) and ethyl orthoacetate (5 mL) was stirred at 120° C. for 1 hr and at 140° C. for 1 hr. The reaction mixture was concentrated under reduced pressure, and the residue was purified by silica gel column chromatography (hexane/ethyl acetate=4/1-0/1) and basic silica gel column chromatography (hexane/ethyl acetate=4/1-0/1), and recrystallized from hexane/ethyl acetate to give the title compound (85 mg, yield... The reactants are OC1=C(C=O)C=C(C=C1)C=1C(=NC=CC1)OC (2-hydroxy-5-(2-methoxy-pyridin-3-yl)-benzaldehyde), COC(C1=CC(=C(C=C1)N)N)=O (3,4-diamino-benzoic acid methyl ester). Run in CC(=O)N(C)C (DMA). Conditions: temperature 0 celsius, time 15 minute. Yields the product COC(=O)C1=CC2=C(N=C(N2)C2=C(C=CC(=C2)C=2C(=NC=CC2)OC)O)C=C1 (2-[2-Hydroxy-5-(2-methoxy-pyridin-3-yl)-phenyl]-3H-benzoimidazole-5-carboxylic acid methyl ester). Isolated yield 38.7%. As a reaction SMILES: [OH:1][C:2]1[CH:9]=[CH:8][C:7]([C:10]2[C:11]([O:16][CH3:17])=[N:12][CH:13]=[CH:14][CH:15]=2)=[CH:6][C:3]=1[CH:4]=O.[CH3:18][O:19][C:20](=[O:29])[C:21]1[CH:26]=[CH:25][C:24]([NH2:27])=[C:23]([NH2:28])[CH:22]=1>CC(N(C)C)=O>[CH3:18][O:19][C:20]([C:21]1[CH:26]=[CH:25][C:24]2[N:27]=[C:4]([C:3]3[CH:6]=[C:7]([C:10]4[C:11]([O:16][CH3:17])=[N:12][CH:13]=[CH:14][CH:15]=4)[CH:8]=[CH:9][C:2]=3[OH:1])[NH:28][C:23]=2[CH:22]=1)=[O:29]. Reported procedure: To an ice-cold flask with a rubber stopper were added 2-hydroxy-5-(2-methoxy-pyridin-3-yl)-benzaldehyde (2.29 g, 10 mol) and 3,4-diamino-benzoic acid methyl ester (1.83 g, 11 mmol) and the solid mixture was stirred at 0° C. for 15 min. Then DMA (10 mL) was added into the mixture via a syringe and the resulting solution was stirred at 0° C. for 1.5 h, and at the room temperature for 1.5 h. The rubber stopper was removed and the reaction mixture was stirred at 110° C. for 14 h open to the air. The...